This data is from the Open Reaction Database (ORD), a public repository of structured organic reaction records. The task is: describe an organic reaction: reactants, conditions, products, and yield The reactants are CN(CCCN=C=NCC)C (1-[3-(dimethylamino)propyl]-3-ethylcarbodiimide), N (ammonia), O1CCOCC1 (dioxane), FC1=C(C(=CC=C1)F)C=1OC(=C(N1)C(=O)O)NC1=CC=CC=C1 (2-(2,6-difluorophenyl)-5-(phenylamino)oxazole-4-carboxylic acid), O.OC1=CC=CC=2NN=NC21 (hydroxybenzotriazole monohydrate), CN(CCCN=C=NCC)C (1-[3-(dimethylamino)propyl]-3-ethylcarbodiimide), N (ammonia), O1CCOCC1 (dioxane). Run in C(Cl)Cl (DCM). Run at time 8 hour. The product is FC1=C(C(=CC=C1)F)C=1OC(=C(N1)C(=O)N)NC1=CC=CC=C1 (2-(2,6-difluorophenyl)-5-(phenylamino)oxazole-4-carboxamide). Isolated yield 20.0%. As a reaction SMILES: [F:1][C:2]1[CH:7]=[CH:6][CH:5]=[C:4]([F:8])[C:3]=1[C:9]1[O:10][C:11]([NH:17][C:18]2[CH:23]=[CH:22][CH:21]=[CH:20][CH:19]=2)=[C:12]([C:14](O)=[O:15])[N:13]=1.O.OC1C2N=N[NH:31]C=2C=CC=1.CN(C)CCCN=C=NCC.N.O1CCOCC1>C(Cl)Cl>[F:8][C:4]1[CH:5]=[CH:6][CH:7]=[C:2]([F:1])[C:3]=1[C:9]1[O:10][C:11]([NH:17][C:18]2[CH:23]=[CH:22][CH:21]=[CH:20][CH:19]=2)=[C:12]([C:14]([NH2:31])=[O:15])[N:13]=1 |f:1.2|. Reported procedure: To a solution of 2-(2,6-difluorophenyl)-5-(phenylamino)oxazole-4-carboxylic acid (0.030 g, 0.095 mmol) in DCM (3 mL) was added hydroxybenzotriazole monohydrate (0.015 g, 0.098 mmol), 1-[3-(dimethylamino)propyl]-3-ethylcarbodiimide (0.020 g, 0.10 mmol) and 0.5M ammonia in dioxane (0.9 mL, 0.45 mmol). The reaction mixture was stirred at room temperature overnight. Further 1-[3-(dimethylamino)propyl]-3-ethylcarbodiimide (0.007 g, 0.038 mmol) and ammonia in dioxane (0.57 mL, 0.29 mmol) were added an... Reactants: CC(=O)OC1CCC2(C)C(=CCC3C2CCC2(C)C(Cl)=C(C=O)CC32)C1, [K+], [K+], O=C([O-])[O-], CN(C)C=O, c1c[nH]nn1. The product is CC(=O)OC1CCC2(C)C(=CCC3C2CCC2(C)C(n4nccn4)=C(C=O)CC32)C1. As a reaction SMILES: [C:1]([CH3:2])(=[O:3])[O:4][CH:5]1[CH2:6][C:7]2=[CH:8][CH2:9][CH:10]3[CH:11]4[CH2:12][C:13]([CH:25]=[O:26])=[C:14]([Cl:24])[C:15]4([CH3:16])[CH2:17][CH2:18][CH:19]3[C:20]2([CH3:23])[CH2:21][CH2:22]1.[K+:32].[K+:33].[O-:34][C:35]([O-:36])=[O:37].[O:38]=[CH:39][N:40]([CH3:41])[CH3:42].[nH:27]1[n:28][n:29][cH:30][cH:31]1>>[C:1]([CH3:2])(=[O:3])[O:4][CH:5]1[CH2:6][C:7]2=[CH:8][CH2:9][CH:10]3[CH:11]4[CH2:12][C:13]([CH:25]=[O:26])=[C:14]([n:28]5[n:27][cH:31][cH:30][n:29]5)[C:15]4([CH3:16])[CH2:17][CH2:18][CH:19]3[C:20]2([CH3:23])[CH2:21][CH2:22]1. Reactants: ClC=1C=C(C=CC1)S(=O)[O-].[Na+] (Sodium 3-chloro-benzenesulfinate), BrC1=C(C=2C3=C(N(C2C(=C1)C)C)CC1CCC3N1)C(=O)OC(C)(C)C (tert-butyl 2-bromo-4,5-dimethyl-5,6,7,8,9,10-hexahydro-7,10-epiminocyclohepta[b]indole-carboxylate). Product: ClC=1C=C(C=CC1)S(=O)(=O)C1=C(C=2C3=C(N(C2C(=C1)C)C)CC1CCC3N1)C(=O)OC(C)(C)C (tert-butyl 2-(3-chlorophenyl)sulfonyl-4,5-dimethyl-5,6,7,8,9,10-hexahydro-7,10-epiminocyclohepta[b]indole-carboxylate). The yield is 39.0%. Reaction SMILES: [Cl:1][C:2]1[CH:3]=[C:4]([S:8]([O-:10])=[O:9])[CH:5]=[CH:6][CH:7]=1.[Na+].Br[C:13]1[CH:21]=[C:20]([CH3:22])[C:19]2[N:18]([CH3:23])[C:17]3[CH2:24][CH:25]4[NH:29][CH:28]([C:16]=3[C:15]=2[C:14]=1[C:30]([O:32][C:33]([CH3:36])([CH3:35])[CH3:34])=[O:31])[CH2:27][CH2:26]4>>[Cl:1][C:2]1[CH:3]=[C:4]([S:8]([C:13]2[CH:21]=[C:20]([CH3:22])[C:19]3[N:18]([CH3:23])[C:17]4[CH2:24][CH:25]5[NH:29][CH:28]([C:16]=4[C:15]=3[C:14]=2[C:30]([O:32][C:33]([CH3:36])([CH3:35])[CH3:34])=[O:31])[CH2:27][CH2:26]5)(=[O:10])=[O:9])[CH:5]=[CH:6][CH:7]=1 |f:0.1|. Reported procedure: Intermediate 1 was coupled to the product of Example 71, step C following the procedure of Example 71, step D. The crude product was purified by flash column chromatography (SiO2, 8:2 hexanes/ethyl acetate) to give tert-butyl 2-(3-chlorophenyl)sulfonyl-4,5-dimethyl-5,6,7,8,9,10-hexahydro-7,10-epiminocyclohepta[b]indole-carboxylate (136 mg, 39%) as a light-yellow solid: 1H NMR (CDCl3, 300 MHz) δ 8.02 (s, 1H), 7.92 (t, J=1.8 Hz, 1H), 7.83 (dt, J=7.5, 1.5 Hz, 1H), 7.43-7.49 (m, 1H), 7.41 (d, J=7.8 ... Starting materials: C1(CCCC1)CCC(=O)OC(=CN=[N+]=[N-])C1=CC=CC=C1 (2-Azido-1-Phenylvinyl 3-Cyclopentylpropionate), P(OCC)(OCC)OCC (triethyl phosphite). Run in C1CCCCC1 (cyclohexane). Reaction conditions: time 1 hour. Yields the product C1(CCCC1)CCC=1OC(=CN1)C1=CC=CC=C1 (2-(2-Cyclopentylethyl)-5-Phenyloxazole). Yield: 46.5%. RXN SMILES: [CH:1]1([CH2:6][CH2:7][C:8]([O:10][C:11]([C:16]2[CH:21]=[CH:20][CH:19]=[CH:18][CH:17]=2)=[CH:12][N:13]=[N+]=[N-])=O)[CH2:5][CH2:4][CH2:3][CH2:2]1.P(OCC)(OCC)OCC>C1CCCCC1>[CH:1]1([CH2:6][CH2:7][C:8]2[O:10][C:11]([C:16]3[CH:21]=[CH:20][CH:19]=[CH:18][CH:17]=3)=[CH:12][N:13]=2)[CH2:5][CH2:4][CH2:3][CH2:2]1. Procedure details: To a stirred solution of 2-azido-1-phenylvinyl 3-cyclopentylpropionate from Step A (4.0 g, 14 mmol) in dry cyclohexane (10 mL) was added triethyl phosphite (12 g, 74 mmol) dropwise. After stirring at room temperature for 1 h, the mixture was heated at 90° C. in an oil bath under nitrogen for 6 h. The mixture was cooled and chromatographed on a silica gel column (eluent: 1:5 ethyl acetate:hexanes) to give 1.57 g (46.6%) of the title compound as a white solid: 1H NMR (400 MHz, CDCl3) δ7.59 (dt, 2H... The reactants are NC1(C2=CC(=CC=C2OC2=NC=C(C=C21)Br)I)CCO (2-(5-amino-3-bromo-7-iodo-5H-chromeno[2,3-b]pyridin-5-yl)ethanol), [N+](=O)([O-])C1=CC=C(C(=O)N=C=S)C=C1 (4-nitrobenzoyl isothiocyanate). Run in C1CCOC1 (THF). Run at temperature 0 celsius, time 20 minute. Product: BrC=1C=C2C(=NC1)OC1=CC=C(C=C1C2(CCO)NC(=S)NC(C2=CC=C(C=C2)[N+](=O)[O-])=O)I (N-((3-bromo-5-(2-hydroxyethyl)-7-iodo-5H-chromeno[2,3-b]pyridin-5-yl)carbamothioyl)-4-nitrobenzamide). RXN SMILES: [NH2:1][C:2]1([CH2:18][CH2:19][OH:20])[C:15]2[C:10](=[N:11][CH:12]=[C:13]([Br:16])[CH:14]=2)[O:9][C:8]2[C:3]1=[CH:4][C:5]([I:17])=[CH:6][CH:7]=2.[N+:21]([C:24]1[CH:34]=[CH:33][C:27]([C:28]([N:30]=[C:31]=[S:32])=[O:29])=[CH:26][CH:25]=1)([O-:23])=[O:22]>C1COCC1>[Br:16][C:13]1[CH:14]=[C:15]2[C:2]([NH:1][C:31]([NH:30][C:28](=[O:29])[C:27]3[CH:26]=[CH:25][C:24]([N+:21]([O-:23])=[O:22])=[CH:34][CH:33]=3)=[S:32])([CH2:18][CH2:19][OH:20])[C:3]3[C:8](=[CH:7][CH:6]=[C:5]([I:17])[CH:4]=3)[O:9][C:10]2=[N:11][CH:12]=1. Procedure details: A solution of 2-(5-amino-3-bromo-7-iodo-5H-chromeno[2,3-b]pyridin-5-yl)ethanol (0.930 g, 2.080 mmol) in THF (20.80 ml) was added cooled to 0° C. and solid 4-nitrobenzoyl isothiocyanate (0.442 g, 2.122 mmol) was added. The reaction mixture was stirred at 0° C. for 20 min. The reaction mixture was concentrated under reduced pressure to yield N-((3-bromo-5-(2-hydroxyethyl)-7-iodo-5H-chromeno[2,3-b]pyridin-5-yl)carbamothioyl)-4-nitrobenzamide as a yellow solid.